From a dataset of the Open Reaction Database (ORD), a public repository of structured organic reaction records. describe an organic reaction: reactants, conditions, products, and yield The reactants are B, C1CCOC1, CO, O=C(O)c1cn(-c2ccc(Cl)c(Cl)c2)cn1. Product: OCc1cn(-c2ccc(Cl)c(Cl)c2)cn1. RXN SMILES: [BH3:17].[CH2:18]1[O:19][CH2:20][CH2:21][CH2:22]1.[CH3:23][OH:24].[Cl:1][c:2]1[cH:3][c:4](-[n:9]2[cH:10][n:11][c:12]([C:14](=[O:15])[OH:16])[cH:13]2)[cH:5][cH:6][c:7]1[Cl:8]>>[Cl:1][c:2]1[cH:3][c:4](-[n:9]2[cH:10][n:11][c:12]([CH2:14][OH:15])[cH:13]2)[cH:5][cH:6][c:7]1[Cl:8].